Dataset: the Open Reaction Database (ORD), a public repository of structured organic reaction records. Task: describe an organic reaction: reactants, conditions, products, and yield The product is COC(=O)c1cc(Cl)c(Oc2ccc(OC)c(Cc3ccc(F)cc3)c2)c(Cl)c1. Reaction SMILES: [CH2:38]([SiH:39]([CH2:40][CH3:41])[CH2:42][CH3:43])[CH3:44].[Cl:1][c:2]1[cH:3][c:4]([C:5](=[O:6])[O:7][CH3:8])[cH:9][c:10]([Cl:30])[c:11]1[O:12][c:13]1[cH:14][c:15]([C:21]([c:22]2[cH:23][cH:24][c:25]([F:28])[cH:26][cH:27]2)=[O:29])[c:16]([O:19][CH3:20])[cH:17][cH:18]1.[Cl:45][CH2:46][Cl:47].[F:31][C:32]([F:33])([F:34])[C:35]([OH:36])=[O:37]>>[Cl:1][c:2]1[cH:3][c:4]([C:5](=[O:6])[O:7][CH3:8])[cH:9][c:10]([Cl:30])[c:11]1[O:12][c:13]1[cH:14][c:15]([CH2:21][c:22]2[cH:23][cH:24][c:25]([F:28])[cH:26][cH:27]2)[c:16]([O:19][CH3:20])[cH:17][cH:18]1. The reactants are CC[SiH](CC)CC, COC(=O)c1cc(Cl)c(Oc2ccc(OC)c(C(=O)c3ccc(F)cc3)c2)c(Cl)c1, ClCCl, O=C(O)C(F)(F)F. The reactants are CCN(C(C)C)C(C)C, ClCCl, O=S(=O)(Cl)c1ccc(OC(F)(F)F)cc1, CC(C)(C)OC(=O)N1CCNCC1. The product is O=S(=O)(c1ccc(OC(F)(F)F)cc1)N1CCNCC1. RXN SMILES: [CH:14]([N:15]([CH2:16][CH3:17])[CH:18]([CH3:19])[CH3:20])([CH3:21])[CH3:22].[Cl:38][CH2:39][Cl:40].[F:23][C:24]([O:25][c:26]1[cH:27][cH:28][c:29]([S:32](=[O:33])(=[O:34])[Cl:35])[cH:30][cH:31]1)([F:36])[F:37].[N:1]1([C:7]([O:8][C:9]([CH3:10])([CH3:11])[CH3:12])=[O:13])[CH2:2][CH2:3][NH:4][CH2:5][CH2:6]1>>[N:1]1([S:32]([c:29]2[cH:28][cH:27][c:26]([O:25][C:24]([F:23])([F:36])[F:37])[cH:31][cH:30]2)(=[O:33])=[O:34])[CH2:2][CH2:3][NH:4][CH2:5][CH2:6]1. Starting materials: CC(=O)OCc1cccc(OCc2ccccc2)n1, CO, [Na+], [OH-]. Yields the product OCc1cccc(OCc2ccccc2)n1. RXN SMILES: [C:1](=[O:2])([CH3:3])[O:4][CH2:5][c:6]1[n:7][c:8]([O:12][CH2:13][c:14]2[cH:15][cH:16][cH:17][cH:18][cH:19]2)[cH:9][cH:10][cH:11]1.[CH3:22][OH:23].[Na+:21].[OH-:20]>>[OH:4][CH2:5][c:6]1[n:7][c:8]([O:12][CH2:13][c:14]2[cH:15][cH:16][cH:17][cH:18][cH:19]2)[cH:9][cH:10][cH:11]1. Starting materials: [H-].[Al+3].[Li+].[H-].[H-].[H-] (lithium aluminium hydride), C(C)(C)(C)C=1C=C(C=C(C1O)C(C)(C)C)C(=O)N1CC(C1)O ((3,5-di-tert-butyl-4-hydroxy-phenyl)-(3-hydroxy-azetidin-1-yl)-methanone). Run in O1CCCC1 (tetrahydrofuran), O1CCCC1 (tetrahydrofuran). Run at temperature 0 celsius, time 8 hour. Yields the product C(C)(C)(C)C=1C=C(CN2CC(C2)O)C=C(C1O)C(C)(C)C (1-(3,5-di-tert-butyl-4-hydroxy-benzyl)-azetidin-3-ol). As a reaction SMILES: [H-].[Al+3].[Li+].[H-].[H-].[H-].[C:7]([C:11]1[CH:12]=[C:13]([C:22]([N:24]2[CH2:27][CH:26]([OH:28])[CH2:25]2)=O)[CH:14]=[C:15]([C:18]([CH3:21])([CH3:20])[CH3:19])[C:16]=1[OH:17])([CH3:10])([CH3:9])[CH3:8]>O1CCCC1>[C:18]([C:15]1[CH:14]=[C:13]([CH:12]=[C:11]([C:7]([CH3:10])([CH3:9])[CH3:8])[C:16]=1[OH:17])[CH2:22][N:24]1[CH2:27][CH:26]([OH:28])[CH2:25]1)([CH3:21])([CH3:20])[CH3:19] |f:0.1.2.3.4.5|. Procedure: A suspension of lithium aluminium hydride (1,35 g, 36,7 mmoles) in anhydrous tetrahydrofuran (60 ml) was cooled to 0° C., and a solution of (3,5-di-tert-butyl-4-hydroxy-phenyl)-(3-hydroxy-azetidin-1-yl)-methanone (1,78 g, 6,12 mmoles) in anhydrous tetrahydrofuran (40 ml) was added. The cooling bath was removed, the mixture was stirred at room temperature overnight and then heated to reflux for 5 hours. The mixture was then cooled to 0° C. and the excess of the reducing agent was eliminated by th... Starting materials: glass, C1(CC1)C=1C(=CC2=CN(N=C2C1)C1OCCCC1)OC1=C(C=C(C=C1)[N+](=O)[O-])F (6-cyclopropyl-5-(2-fluoro-4-nitrophenoxy)-2-(tetrahydro-2H-pyran-2-yl)-2H-indazole), CO (MeOH), CO (MeOH), CN(N)C (N,N-dimethylhydrazine), FeCl3. The solvent is CCOC(=O)C (EtOAc), C(Cl)Cl (DCM), C(Cl)Cl (DCM), CCOC(=O)C (EtOAc). Reaction conditions: temperature 60 celsius, time 2 hour. The product is C1(CC1)C=1C(=CC2=CN(N=C2C1)C1OCCCC1)OC1=C(C=C(N)C=C1)F (4-(6-Cyclopropyl-2-(tetrahydro-2H-pyran-2-yl)-2H-indazol-5-yloxy)-3-fluoroaniline). Yield: 98.0%. RXN SMILES: [CH:1]1([C:4]2[C:5]([O:19][C:20]3[CH:25]=[CH:24][C:23]([N+:26]([O-])=O)=[CH:22][C:21]=3[F:29])=[CH:6][C:7]3[C:11]([CH:12]=2)=[N:10][N:9]([CH:13]2[CH2:18][CH2:17][CH2:16][CH2:15][O:14]2)[CH:8]=3)[CH2:3][CH2:2]1.CO.CN(C)N>CCOC(C)=O.C(Cl)Cl>[CH:1]1([C:4]2[C:5]([O:19][C:20]3[CH:25]=[CH:24][C:23]([NH2:26])=[CH:22][C:21]=3[F:29])=[CH:6][C:7]3[C:11]([CH:12]=2)=[N:10][N:9]([CH:13]2[CH2:18][CH2:17][CH2:16][CH2:15][O:14]2)[CH:8]=3)[CH2:3][CH2:2]1. Procedure: To a 25 mL glass vial is added 6-cyclopropyl-5-(2-fluoro-4-nitrophenoxy)-2-(tetrahydro-2H-pyran-2-yl)-2H-indazole (395 mg, 994 μmol) and MeOH (20 mL, 494 mmol). To the suspension is added N,N-dimethylhydrazine (756 μL, 9.94 mmol) and FeCl3 (163 mg, 994 μmol). The vial is capped, and heated to 60° C. and stirred for 2 hours and then stirred at 50° C. overnight. The mixture is filtered over a Buchner funnel and the solid washed with MeOH (100 mL). The filtrate is collected and concentrated to give...